This data is from the Open Reaction Database (ORD), a public repository of structured organic reaction records. The task is: describe an organic reaction: reactants, conditions, products, and yield The reactants are CN1CCC(CC1)C1=NNC2=CC=CC=C12 (3-(1-methyl-4-piperidinyl)-1H-indazole), FC1=CC=C(C(=O)Cl)C=C1 (4-fluorobenzoyl chloride), CCOCC (ether). Product: FC1=CC=C(C(=O)N2N=C(C3=CC=CC=C23)C2CCN(CC2)C)C=C1 (1-(4-Fluorobenzoyl)-3-(1-methyl-4-piperidinyl)-1H-indazole). Isolated yield 53.0%. Reaction SMILES: [CH3:1][N:2]1[CH2:7][CH2:6][CH:5]([C:8]2[C:16]3[C:11](=[CH:12][CH:13]=[CH:14][CH:15]=3)[NH:10][N:9]=2)[CH2:4][CH2:3]1.CCOCC.[F:22][C:23]1[CH:31]=[CH:30][C:26]([C:27](Cl)=[O:28])=[CH:25][CH:24]=1>>[F:22][C:23]1[CH:31]=[CH:30][C:26]([C:27]([N:10]2[C:11]3[C:16](=[CH:15][CH:14]=[CH:13][CH:12]=3)[C:8]([CH:5]3[CH2:4][CH2:3][N:2]([CH3:1])[CH2:7][CH2:6]3)=[N:9]2)=[O:28])=[CH:25][CH:24]=1. Procedure: A solution of 3.0 g of 3-(1-methyl-4-piperidinyl)-1H-indazole in 15 ml of 4-fluorobenzoyl chloride was heated at 100° for 2 hrs. The reaction mixture was poured into ether and the precipitate was collected. The precipitate was treated with dilute aqueous sodium hydroxide solution and extracted with chloroform. The chloroform extract was dried over anydrous magnesium sulfate and the solvent removed in vacuo to yield 2.5 g (53%) of product, mp 132°-133° C.